Dataset: the Open Reaction Database (ORD), a public repository of structured organic reaction records. Task: describe an organic reaction: reactants, conditions, products, and yield RXN SMILES: S(=O)(O)[O-].[Na+].[C:6]([C:9]1[CH:16]=[CH:15][C:12]([CH:13]=O)=[CH:11][CH:10]=1)([OH:8])=[O:7].[NH2:17][C:18]1[CH:24]=[CH:23][C:22]([N+:25]([O-:27])=[O:26])=[CH:21][C:19]=1[NH2:20].[CH2:28](O)C>O.CN(C=O)C>[N+:25]([C:22]1[CH:23]=[CH:24][C:18]2[NH:17][C:13]([C:12]3[CH:15]=[CH:16][C:9]([C:6]([O:8][CH3:28])=[O:7])=[CH:10][CH:11]=3)=[N:20][C:19]=2[CH:21]=1)([O-:27])=[O:26] |f:0.1|. The reactants are NC1=C(N)C=C(C=C1)[N+](=O)[O-] (2-amino-5-nitroaniline), S([O-])(O)=O.[Na+] (Sodium bisulfite), C(=O)(O)C1=CC=C(C=O)C=C1 (4-carboxybenzaldehyde), C(C)O (ethanol). Run in CN(C)C=O (DMF), O (water). Yields the product [N+](=O)([O-])C1=CC2=C(NC(=N2)C2=CC=C(C(=O)OC)C=C2)C=C1 (Methyl 4-(5-nitro-1H-benzimidazol-2-yl)benzo-ate). Reaction conditions: time 15 minute. Procedure details: Sodium bisulfite (7.0 g, 0.036 mol) in water (70 ml) is added to 4-carboxybenzaldehyde (11.0 g, 0.071 mol) in ethanol (70 ml). The mixture is stirred at room temperature for 15 minutes, the solid is filtered off, the filtrate is coevaporated with toluene and a solution of 2-amino-5-nitroaniline (11.1 g, 0.071 mol) in DMF (250 ml) is added. This mixture is refluxed for 3 hours and concentrated, and the product is recrystallized from dilute HCl, filtered off and washed with water. The solid is sus... Reactants: [H][H] (hydrogen), 60, C(C1=CC=CC=C1)N1CCC(=CC1)C1=CC2=CC=C(C=C2C=C1)OC (1-benzyl-4-(6-methoxynaphth-2-yl)-1,2,3,6-tetrahydropyridine). Reagents/catalysts: [Pt]=O (platinum oxide). Run in O1CCCC1 (tetrahydrofuran), C(C)(=O)OCC (ethyl acetate). Product: C(C1=CC=CC=C1)N1CCC(CC1)C1=CC2=CC=C(C=C2C=C1)OC (1-benzyl-4-(6-methoxynaphth-2-yl)-piperidine). Yield: 92.2%. Reaction SMILES: [CH2:1]([N:8]1[CH2:13][CH:12]=[C:11]([C:14]2[CH:23]=[CH:22][C:21]3[C:16](=[CH:17][CH:18]=[C:19]([O:24][CH3:25])[CH:20]=3)[CH:15]=2)[CH2:10][CH2:9]1)[C:2]1[CH:7]=[CH:6][CH:5]=[CH:4][CH:3]=1.[H][H]>O1CCCC1.C(OCC)(=O)C.[Pt]=O>[CH2:1]([N:8]1[CH2:13][CH2:12][CH:11]([C:14]2[CH:23]=[CH:22][C:21]3[C:16](=[CH:17][CH:18]=[C:19]([O:24][CH3:25])[CH:20]=3)[CH:15]=2)[CH2:10][CH2:9]1)[C:2]1[CH:3]=[CH:4][CH:5]=[CH:6][CH:7]=1. Procedure details: A mixture of 2.92 gm 1-benzyl-4-(6-methoxynaphth-2-yl)-1,2,3,6-tetrahydropyridine and 0.3 gm platinum oxide in 50 mL tetrahydrofuran and 50 mL ethyl acetate was hydrogenated at room temperature for 16 hours at an initial hydrogen pressure of 60 p.s.i. The reaction mixture was filtered and the filtrate concentrated under reduced pressure to provide 2.71 gm of the title compound as a white solid. The reactants are COC(=O)c1cc(-c2cnc(C)nc2)cc(-c2ccc(C)cn2)c1, CO, Cl, [Na+], [OH-], O. Product: Cc1ccc(-c2cc(C(=O)O)cc(-c3cnc(C)nc3)c2)nc1, [Cl-], [Na+]. Reaction SMILES: [CH3:1][c:2]1[cH:3][cH:4][c:5](-[c:8]2[cH:9][c:10]([C:11](=[O:12])[O:13][CH3:14])[cH:15][c:16](-[c:18]3[cH:19][n:20][c:21]([CH3:24])[n:22][cH:23]3)[cH:17]2)[n:6][cH:7]1.[CH3:29][OH:30].[ClH:28].[Na+:26].[OH-:25].[OH2:27]>>[CH3:1][c:2]1[cH:3][cH:4][c:5](-[c:8]2[cH:9][c:10]([C:11](=[O:12])[OH:13])[cH:15][c:16](-[c:18]3[cH:19][n:20][c:21]([CH3:24])[n:22][cH:23]3)[cH:17]2)[n:6][cH:7]1.[Cl-:28].[Na+:26]. The reactants are FC1=CC=C(C=C1)C(C(C(=O)OCC)CC1=CC(=CC=C1)C(C(C(F)F)(F)F)O)O (ethyl (2RS,3RS)-3-(4-fluorophenyl)-3-hydroxy-2-[3-(2,2,3,3-tetrafluoro-1-hydroxypropyl)benzyl]propionate), [OH-].[Na+] (sodium hydroxide), CO (methanol), O (water). The solvent is O1CCCC1 (tetrahydrofuran). Run at time 8 hour. The product is crude product, FC1=CC=C(C=C1)C(C(C(=O)O)CC1=CC(=CC=C1)C(C(C(F)F)(F)F)O)O ((2RS,3RS)-3-(4-fluorophenyl)-3-hydroxy-2-[3-(2,2,3,3-tetrafluoro-1-hydroxypropyl)benzyl]propionic acid). RXN SMILES: [F:1][C:2]1[CH:7]=[CH:6][C:5]([CH:8]([OH:30])[CH:9]([CH2:15][C:16]2[CH:21]=[CH:20][CH:19]=[C:18]([CH:22]([OH:29])[C:23]([F:28])([F:27])[CH:24]([F:26])[F:25])[CH:17]=2)[C:10]([O:12]CC)=[O:11])=[CH:4][CH:3]=1.[OH-].[Na+].CO.O>O1CCCC1>[F:1][C:2]1[CH:7]=[CH:6][C:5]([CH:8]([OH:30])[CH:9]([CH2:15][C:16]2[CH:21]=[CH:20][CH:19]=[C:18]([CH:22]([OH:29])[C:23]([F:28])([F:27])[CH:24]([F:25])[F:26])[CH:17]=2)[C:10]([OH:12])=[O:11])=[CH:4][CH:3]=1 |f:1.2|. Reported procedure: A mixture of ethyl (2RS,3RS)-3-(4-fluorophenyl)-3-hydroxy-2-[3-(2,2,3,3-tetrafluoro-1-hydroxypropyl)benzyl]propionate (5.878 g, 13.59 mmol), sodium hydroxide (1.09 g, 27.2 mmol), methanol (20 ml), water (30 ml) and tetrahydrofuran (20 ml) was stirred overnight at room temperature. The reaction solution was concentrated, diluted with water, acidified with hydrochloric acid, and extracted twice with ethyl acetate. The recovered organic layer was dried over anhydrous sodium sulfate and the solvent ... Starting materials: C1(=CC=CC=C1)NCCCN (N1 -phenylpropane-1,3-diamine), C(=O)(N1C=NC=C1)N1C=NC=C1 (carbonyldiimidazole). The solvent is O1CCCC1 (tetrahydrofuran), O1CCCC1 (tetrahydrofuran). Run at time 8 hour. Yields the product C1(=CC=CC=C1)N1C(NCCC1)=O (1-Phenyl-3,4,5,6-tetrahydro-(2H)-pyrimidin-2-one). Isolated yield 68.2%. Reaction SMILES: [C:1]1([NH:7][CH2:8][CH2:9][CH2:10][NH2:11])[CH:6]=[CH:5][CH:4]=[CH:3][CH:2]=1.[C:12](N1C=CN=C1)(N1C=CN=C1)=[O:13]>O1CCCC1>[C:1]1([N:7]2[CH2:8][CH2:9][CH2:10][NH:11][C:12]2=[O:13])[CH:6]=[CH:5][CH:4]=[CH:3][CH:2]=1. Procedure: 2.5 g (16.5 mM) of N1 -phenylpropane-1,3-diamine are dissolved in 56.5 ml of anhydrous tetrahydrofuran. A mixture of 3.8 g (23.3 mM) of carbonyldiimidazole in 115 ml of anhydrous tetrahydrofuran is poured into the solution, and the mixture is left at room temperature overnight. The mixture is concentrated, taken up in ethyl acetate, washed with normal HCl and dried over MgSO4 to yield 2 g of a white solid that melts at 210°-211° C. and corresponds to the expected product. Starting materials: ClCCCl, Cc1nc2c(C(=O)O)cc(N3CCOCC3)cc2n1Cc1cccc2ccccc12, CS(N)(=O)=O, CN(C)C=O, CN(C)c1ccncc1. Yields the product Cc1nc2c(C(=O)NS(C)(=O)=O)cc(N3CCOCC3)cc2n1Cc1cccc2ccccc12. As a reaction SMILES: [CH2:31]([Cl:32])[CH2:33][Cl:34].[CH3:1][c:2]1[n:3][c:4]2[c:5]([n:6]1[CH2:7][c:8]1[cH:9][cH:10][cH:11][c:12]3[cH:13][cH:14][cH:15][cH:16][c:17]13)[cH:18][c:19]([N:25]1[CH2:26][CH2:27][O:28][CH2:29][CH2:30]1)[cH:20][c:21]2[C:22](=[O:23])[OH:24].[CH3:35][S:36](=[O:37])(=[O:38])[NH2:39].[CH3:40][N:41]([CH3:42])[CH:43]=[O:44].[CH3:45][N:46]([c:47]1[cH:48][cH:49][n:50][cH:51][cH:52]1)[CH3:53]>>[CH3:1][c:2]1[n:3][c:4]2[c:5]([n:6]1[CH2:7][c:8]1[cH:9][cH:10][cH:11][c:12]3[cH:13][cH:14][cH:15][cH:16][c:17]13)[cH:18][c:19]([N:25]1[CH2:26][CH2:27][O:28][CH2:29][CH2:30]1)[cH:20][c:21]2[C:22](=[O:24])[NH:39][S:36]([CH3:35])(=[O:37])=[O:38].